From a dataset of the Open Reaction Database (ORD), a public repository of structured organic reaction records. describe an organic reaction: reactants, conditions, products, and yield Starting materials: BrBr (Bromine), CC1=NC(NC=C1)=O (4-methylpyrimid-2-one). Conditions: time 4 hour. The product is CC1=NC(NC=C1Br)=O (4-Methyl-5-bromopyrimid-2-one). Yield: 80.0%. As a reaction SMILES: [Br:1]Br.[CH3:3][C:4]1[CH:9]=[CH:8][NH:7][C:6](=[O:10])[N:5]=1>>[CH3:3][C:4]1[C:9]([Br:1])=[CH:8][NH:7][C:6](=[O:10])[N:5]=1. Procedure: Bromine (0.004 mol) was added to an aqueous solution (20 ml) of 4-methylpyrimid-2-one (0.002 mol). The reaction mixture was left at room temperature for 4 h before evaporation. The residue was triturated with acetone and recrystallised from acetic acid; yield 80%, m.p. (Found: C, 22.2; H, 2.3; Br, 59.2. Calc. for C5H5N2OBr. HBr: C, 22.2; H, 2.22; Br, 59.25). The product is COCOC1=CC=C(C=C1)C1=CC(=C2C(=N1)N(N=C2C)C2OCCCC2)CN2C(CN(C(C2)C)CC=2C=NC=CC2)(C)C (6-(4-Methoxymethoxy-phenyl)-3-methyl-1-(tetrahydro-pyran-2-yl)-4-(2,2,5-trimethyl-4-pyridin-3-ylmethyl-piperazin-1-ylmethyl)-1H-pyrazolo[3,4-b]pyridine). Procedure: To a solution of 150 mg of methanesulfonic acid 6-(4-methoxymethoxy-phenyl)-3-methyl-1-(tetrahydro-pyran-2-yl)-1H-pyrazolo[3,4-b]pyridin-4-ylmethyl ester, and 85 mg 2,5,5-trimethyl-1-(pyridin-3-ylmethyl)piperazine in 4 ml of dry THF were added 0.28 ml of DIPEA. The reaction was heated to 140° C. for 60 min in a microwave reactor. The reaction was diluted with ethyl acetate and water and the aqueous phase was extracted with ethyl acetate. The combined organic phases were dried over sodium sulphas... Run in C(C)(=O)OCC (ethyl acetate), O (water), C1CCOC1 (THF). Reactants: COCOC1=CC=C(C=C1)C1=CC(=C2C(=N1)N(N=C2C)C2OCCCC2)COS(=O)(=O)C (methanesulfonic acid 6-(4-methoxymethoxy-phenyl)-3-methyl-1-(tetrahydro-pyran-2-yl)-1H-pyrazolo[3,4-b]pyridin-4-ylmethyl ester), CC1N(CC(NC1)(C)C)CC=1C=NC=CC1 (2,5,5-trimethyl-1-(pyridin-3-ylmethyl)piperazine), CCN(C(C)C)C(C)C (DIPEA). Conditions: temperature 140 celsius. Yield: 36.3%. RXN SMILES: [CH3:1][O:2][CH2:3][O:4][C:5]1[CH:10]=[CH:9][C:8]([C:11]2[N:16]=[C:15]3[N:17]([CH:21]4[CH2:26][CH2:25][CH2:24][CH2:23][O:22]4)[N:18]=[C:19]([CH3:20])[C:14]3=[C:13]([CH2:27]OS(C)(=O)=O)[CH:12]=2)=[CH:7][CH:6]=1.[CH3:33][CH:34]1[CH2:39][NH:38][C:37]([CH3:41])([CH3:40])[CH2:36][N:35]1[CH2:42][C:43]1[CH:44]=[N:45][CH:46]=[CH:47][CH:48]=1.CCN(C(C)C)C(C)C>C1COCC1.C(OCC)(=O)C.O>[CH3:1][O:2][CH2:3][O:4][C:5]1[CH:6]=[CH:7][C:8]([C:11]2[N:16]=[C:15]3[N:17]([CH:21]4[CH2:26][CH2:25][CH2:24][CH2:23][O:22]4)[N:18]=[C:19]([CH3:20])[C:14]3=[C:13]([CH2:27][N:38]3[CH2:39][CH:34]([CH3:33])[N:35]([CH2:42][C:43]4[CH:44]=[N:45][CH:46]=[CH:47][CH:48]=4)[CH2:36][C:37]3([CH3:40])[CH3:41])[CH:12]=2)=[CH:9][CH:10]=1. Reactants: Br, COc1ccc2c(N(C)CCN3CCOCC3)noc2c1, [Na+], [Na+], O=C([O-])[O-]. Yields the product CN(CCN1CCOCC1)c1noc2cc(O)ccc12. As a reaction SMILES: [BrH:28].[CH3:1][O:2][c:3]1[cH:4][c:5]2[c:6]([c:7]([N:10]([CH2:11][CH2:12][N:13]3[CH2:14][CH2:15][O:16][CH2:17][CH2:18]3)[CH3:19])[n:8][o:9]2)[cH:20][cH:21]1.[Na+:22].[Na+:23].[O-:24][C:25](=[O:26])[O-:27]>>[OH:2][c:3]1[cH:4][c:5]2[c:6]([c:7]([N:10]([CH2:11][CH2:12][N:13]3[CH2:14][CH2:15][O:16][CH2:17][CH2:18]3)[CH3:19])[n:8][o:9]2)[cH:20][cH:21]1. Starting materials: O (water), BrC=1C=C2N(N=CC(=C2Cl)C(=O)N)C1 (6-bromo-4-chloropyrrolo[1,2-b]pyridazine-3-carboxamide), (R)-1-cyclopropylethanamine, HCl, CCN(C(C)C)C(C)C (DIPEA), CN1CCCC1=O (NMP). Conditions: time 10 minute. Product: BrC=1C=C2N(N=CC(=C2N[C@H](C)C2CC2)C(=O)N)C1 ((R)-6-bromo-4-(1-cyclopropylethylamino)pyrrolo[1,2-b]pyridazine-3-carboxamide). The yield is 79.0%. As a reaction SMILES: [Br:1][C:2]1[CH:3]=[C:4]2[C:9](Cl)=[C:8]([C:11]([NH2:13])=[O:12])[CH:7]=[N:6][N:5]2[CH:14]=1.CC[N:17]([CH:21]([CH3:23])[CH3:22])C(C)C.O.CN1C(=O)C[CH2:28][CH2:27]1>>[Br:1][C:2]1[CH:3]=[C:4]2[C:9]([NH:17][C@@H:21]([CH:22]3[CH2:28][CH2:27]3)[CH3:23])=[C:8]([C:11]([NH2:13])=[O:12])[CH:7]=[N:6][N:5]2[CH:14]=1. Procedure details: A solution of 6-bromo-4-chloropyrrolo[1,2-b]pyridazine-3-carboxamide (2.0 g, 7.29 mmol), (R)-1-cyclopropylethanamine, HCl (0.975 g, 8.01 mmol) and DIPEA (2.99 mL, 17.12 mmol) in NMP (Volume: 15 mL) was heated to 100° C. for 4 hr. The reaction mixture was added 60 mL of water and stirred for 10 minutes. The solid was collected as the desired product (1.85 g, 79% yield). 1H NMR (400 MHz, CD3OD) δ 8.12 (s, 1H), 7.61 (d, J=1.8 Hz, 1H), 6.95 (d, J=1.8 Hz, 1H), 3.92 (quin, J=6.4 Hz, 1H), 1.40 (d, J=6.... Starting materials: Cl (HCl), C(C)OCC (diethyl ether), C(C)(C)(C)OC(=O)N1CCC(CC1)=CC1=CC(=CC=C1)OC1=NC=C(C=C1)C(F)(F)F (4-[3-(5-Trifluoromethyl-pyridin-2-yloxy)-benzylidene]-piperidine-1-carboxylic acid tert-butyl ester). The solvent is C(C)#N (acetonitrile), C(Cl)Cl (CH2Cl2). The product is Cl.N1CCC(CC1)=CC=1C=C(OC2=NC=C(C=C2)C(F)(F)F)C=CC1 (2-(3-Piperidin-4-ylidenemethyl-phenoxy)-5-trifluoromethyl-pyridine hydrochloride). RXN SMILES: C(OC([N:8]1[CH2:13][CH2:12][C:11](=[CH:14][C:15]2[CH:20]=[CH:19][CH:18]=[C:17]([O:21][C:22]3[CH:27]=[CH:26][C:25]([C:28]([F:31])([F:30])[F:29])=[CH:24][N:23]=3)[CH:16]=2)[CH2:10][CH2:9]1)=O)(C)(C)C.[ClH:32].C(OCC)C>C(Cl)Cl.C(#N)C>[ClH:32].[NH:8]1[CH2:13][CH2:12][C:11](=[CH:14][C:15]2[CH:16]=[C:17]([CH:18]=[CH:19][CH:20]=2)[O:21][C:22]2[CH:27]=[CH:26][C:25]([C:28]([F:31])([F:29])[F:30])=[CH:24][N:23]=2)[CH2:10][CH2:9]1 |f:5.6|. Procedure details: 4-[3-(5-Trifluoromethyl-pyridin-2-yloxy)-benzylidene]-piperidine-1-carboxylic acid tert-butyl ester (1.35 g, 3.11 mmol) from Step 4 was dissolved in CH2Cl2 (30 mL) and treated with HCl in diethyl ether (10 mL, 2.0 M, 20 mmol). After 16 hours the reaction was concentrated in vacuo to form a residue and the residue was suspended in acetonitrile (10 mL) to yield a solid. Filtration of the solid provided the title compound as a white solid (1.1 g). 1H NMR (400 MHz, CD3OD) δ ppm 2.62 (td, J=6.11, 0.9... Reactants: Clc1ncnc2c1CCN(Cc1ccccc1)C2, Nc1ccc(C(F)(F)F)cc1, I, C1COCCO1, O. Yields the product FC(F)(F)c1ccc(Nc2ncnc3c2CCN(Cc2ccccc2)C3)cc1. As a reaction SMILES: [CH2:1]([c:2]1[cH:3][cH:4][cH:5][cH:6][cH:7]1)[N:8]1[CH2:9][c:10]2[n:11][cH:12][n:13][c:14]([Cl:18])[c:15]2[CH2:16][CH2:17]1.[F:19][C:20]([c:21]1[cH:22][cH:23][c:24]([NH2:25])[cH:26][cH:27]1)([F:28])[F:29].[IH:30].[O:32]1[CH2:33][CH2:34][O:35][CH2:36][CH2:37]1.[OH2:31]>>[CH2:1]([c:2]1[cH:3][cH:4][cH:5][cH:6][cH:7]1)[N:8]1[CH2:9][c:10]2[n:11][cH:12][n:13][c:14]([NH:25][c:24]3[cH:23][cH:22][c:21]([C:20]([F:19])([F:28])[F:29])[cH:27][cH:26]3)[c:15]2[CH2:16][CH2:17]1.